Dataset: the Open Reaction Database (ORD), a public repository of structured organic reaction records. Task: describe an organic reaction: reactants, conditions, products, and yield RXN SMILES: [C:23](=[O:24])([O-:25])[O-:26].[CH3:1][c:2]1[c:3]([I:12])[c:4]([C:5](=[O:6])[OH:7])[cH:8][cH:9][c:10]1[CH3:11].[CH3:29][N:30]([CH3:31])[CH:32]=[O:33].[Cu:35].[K+:27].[K+:28].[N+:13](=[O:14])([O-:15])[c:16]1[c:17]([NH2:18])[cH:19][cH:20][cH:21][cH:22]1.[OH2:34]>>[CH3:1][c:2]1[c:3]([NH:18][c:17]2[c:16]([N+:13](=[O:14])[O-:15])[cH:22][cH:21][cH:20][cH:19]2)[c:4]([C:5](=[O:6])[OH:7])[cH:8][cH:9][c:10]1[CH3:11]. The product is Cc1ccc(C(=O)O)c(Nc2ccccc2[N+](=O)[O-])c1C. The reactants are O=C([O-])[O-], Cc1ccc(C(=O)O)c(I)c1C, CN(C)C=O, [Cu], [K+], [K+], Nc1ccccc1[N+](=O)[O-], O.